From a dataset of the Open Reaction Database (ORD), a public repository of structured organic reaction records. describe an organic reaction: reactants, conditions, products, and yield Starting materials: CNC=1C=NC=CC1C1=C(C=CC=C1)C (N-methyl-4-o-tolylpyridin-3-amine), FC(C1=CC(=NC(=C1)C(F)(F)F)C(=O)O)(F)F (4,6-bis(trifluoromethyl)-2-pyridinecarboxylic acid). The solvent is CCCCCCC.CCOC(=O)C (n-heptane EtOAc). Yields the product CN(C(=O)C1=NC(=CC(=C1)C(F)(F)F)C(F)(F)F)C=1C=NC=CC1C1=C(C=CC=C1)C (4,6-Bis-trifluoromethyl-pyridine-2-carboxylic acid methyl-(4-o-tolyl-pyridin-3-yl)-amide). As a reaction SMILES: [CH3:1][NH:2][C:3]1[CH:4]=[N:5][CH:6]=[CH:7][C:8]=1[C:9]1[CH:14]=[CH:13][CH:12]=[CH:11][C:10]=1[CH3:15].[F:16][C:17]([F:32])([F:31])[C:18]1[CH:23]=[C:22]([C:24]([F:27])([F:26])[F:25])[N:21]=[C:20]([C:28](O)=[O:29])[CH:19]=1>CCCCCCC.CCOC(C)=O>[CH3:1][N:2]([C:3]1[CH:4]=[N:5][CH:6]=[CH:7][C:8]=1[C:9]1[CH:14]=[CH:13][CH:12]=[CH:11][C:10]=1[CH3:15])[C:28]([C:20]1[CH:19]=[C:18]([C:17]([F:16])([F:31])[F:32])[CH:23]=[C:22]([C:24]([F:27])([F:25])[F:26])[N:21]=1)=[O:29] |f:2.3|. Procedure details: The title compound was prepared in analogy to example 90, from N-methyl-4-o-tolylpyridin-3-amine (example 1, intermediate a) and 4,6-bis(trifluoromethyl)-2-pyridinecarboxylic acid (Bionet Research) and using a gradient of n-heptane:EtOAc (100:0 to 0:100) for the chromatographic purification. Light brown oil (66%). MS (ESI): m/z=440.12 [M+H]+. Starting materials: [OH-].[K+] (KOH), C(C)(C)OC1=CC=C(C=O)C=C1 (4-isopropoxybenzaldehyde), O1CCOCC1 (dioxane), [OH-].[K+].CO (KOH MeOH), C(Br)(Br)Br (Bromoform). Run in CO (methanol), CO (methanol). Run at time 18 hour. Product: C(C)(C)OC1=CC=C(C=C1)C(C(=O)O)OC (2-(4-isopropoxyphenyl)-2-methoxyacetic acid). As a reaction SMILES: [CH:1]([O:4][C:5]1[CH:12]=[CH:11][C:8](C=O)=[CH:7][CH:6]=1)([CH3:3])[CH3:2].[OH-:13].[K+].C(Br)(Br)Br.[OH-].[K+].CO.[O:23]1[CH2:28][CH2:27][O:26][CH2:25]C1>CO>[CH:1]([O:4][C:5]1[CH:12]=[CH:11][C:8]([CH:27]([O:26][CH3:25])[C:28]([OH:23])=[O:13])=[CH:7][CH:6]=1)([CH3:3])[CH3:2] |f:1.2,4.5.6|. Procedure details: An oven-dried flask was charged with 4-isopropoxybenzaldehyde (4.9 g, 29.9 mmol), anhydrous methanol (30 mL) and anhydrous dioxane (30 mL) then fitted with an addition funnel. The addition funnel was charged with a solution of KOH (8.4 g, 149.5 mmol) in anhydrous methanol (30 mL) and an aliquot (˜2 mL) was added to the reaction mixture. Bromoform (3.4 mL, 38.8 mmol) was added to the reaction mixture then the remaining KOH/MeOH solution was added dropwise over 10 minutes. After stirring for 18 ho... Reactants: CN1[C@@H](CCC1)C1=NN=C2N1C=C(C=C2)O[C@@H]2CC[C@@H](C1=CC=CC=C21)N ((1S,4R)-4-[3-((S)-1-Methyl-pyrrolidin-2-yl)-[1,2,4]triazolo[4,3-a]pyridin-6-yloxy]-1,2,3,4-tetrahydro-naphthalen-1-ylamine), ClC(COC(NC=1N(N=C(C1)C(C)(C)C)C1=CC=C(C=C1)C)=O)(Cl)Cl ([5-tert-butyl-2-p-tolyl-2H-pyrazol-3-yl]-carbamic acid 2,2,2-trichloro-ethyl ester). The product is C(C)(C)(C)C=1C=C(N(N1)C1=CC=C(C=C1)C)NC(=O)N[C@H]1CC[C@H](C2=CC=CC=C12)OC=1C=CC=2N(C1)C(=NN2)[C@H]2N(CCC2)C (1-(5-tert-Butyl-2-p-tolyl-2H-pyrazol-3-yl)-3-[(1S,4R)-4-[3-((S)-1-methyl-pyrrolidin-2-yl]-[1,2,4]triazolo[4,3-a]pyridin-6-yloxy)-1,2,3,4-tetrahydro-naphthalen-1-yl]-urea). As a reaction SMILES: [CH3:1][N:2]1[CH2:6][CH2:5][CH2:4][C@H:3]1[C:7]1[N:11]2[CH:12]=[C:13]([O:16][C@H:17]3[C:26]4[C:21](=[CH:22][CH:23]=[CH:24][CH:25]=4)[C@@H:20]([NH2:27])[CH2:19][CH2:18]3)[CH:14]=[CH:15][C:10]2=[N:9][N:8]=1.ClC(Cl)(Cl)C[O:31][C:32](=O)[NH:33][C:34]1[N:35]([C:43]2[CH:48]=[CH:47][C:46]([CH3:49])=[CH:45][CH:44]=2)[N:36]=[C:37]([C:39]([CH3:42])([CH3:41])[CH3:40])[CH:38]=1>>[C:39]([C:37]1[CH:38]=[C:34]([NH:33][C:32]([NH:27][C@@H:20]2[C:21]3[C:26](=[CH:25][CH:24]=[CH:23][CH:22]=3)[C@H:17]([O:16][C:13]3[CH:14]=[CH:15][C:10]4[N:11]([C:7]([C@@H:3]5[CH2:4][CH2:5][CH2:6][N:2]5[CH3:1])=[N:8][N:9]=4)[CH:12]=3)[CH2:18][CH2:19]2)=[O:31])[N:35]([C:43]2[CH:48]=[CH:47][C:46]([CH3:49])=[CH:45][CH:44]=2)[N:36]=1)([CH3:42])([CH3:40])[CH3:41]. Reported procedure: The title compound was prepared with Intermediate 5c and [5-tert-butyl-2-p-tolyl-2H-pyrazol-3-yl]-carbamic acid 2,2,2-trichloro-ethyl ester (Synthetic Communications, 2009, 39, 3999-4009, which is incorporated herein by reference in its entirety) using an analogous procedure to that described in Example 1 step d. LCMS (Method 5): Rt 3.76 min, m/z 319 [MH+]. 1H NMR (400 MHz, CDCl3): 1.33 (9H, s), 1.88-2.12 (6H, m), 2.21 (3H, s), 2.21-2.30 (2H, m), 2.33-2.39 (1H, m), 2.37 (3H, s), 3.19-3.24 (1H, m... Starting materials: C=Cc1ccccc1, [Li]CCCC, CCOC1CCC(=O)N1, C1CCOC1, O=S(=O)(Cl)Cl. The product is CCOC1CCC(=O)N1S(=O)(=O)C=Cc1ccccc1. RXN SMILES: [CH2:20]=[CH:21][c:22]1[cH:23][cH:24][cH:25][cH:26][cH:27]1.[Li:10][CH2:11][CH2:12][CH2:13][CH3:14].[O:1]=[C:2]1[NH:3][CH:4]([O:7][CH2:8][CH3:9])[CH2:5][CH2:6]1.[O:28]1[CH2:29][CH2:30][CH2:31][CH2:32]1.[S:15](=[O:16])(=[O:17])([Cl:18])[Cl:19]>>[O:1]=[C:2]1[N:3]([S:15](=[O:16])(=[O:17])[CH:20]=[CH:21][c:22]2[cH:23][cH:24][cH:25][cH:26][cH:27]2)[CH:4]([O:7][CH2:8][CH3:9])[CH2:5][CH2:6]1. The reactants are C(=O)[O-].[NH4+] (ammonium formate), C(C1=CC=CC=C1)N1[C@H](CN(CC1)CC1=CC=CC=C1)CCC1=CC=CC2=CC=CC=C12 ((S)-1,4-dibenzyl-2-(2-naphthalen-1-yl-ethyl)-piperazine). Reagents/catalysts: [Pd] (palladium). Solvent: C(C)O (ethanol). Conditions: time 30 minute. Product: C1(=CC=CC2=CC=CC=C12)CC[C@@H]1NCCNC1 ((S)-2-(2-naphthalen-1-yl-ethyl)-piperazine), C(C1=CC=CC=C1)N1C[C@@H](NCC1)CCC1=CC=CC2=CC=CC=C12 ((S)-1-benzyl-3-(2-naphthalen-1-yl-ethyl)-piperazine), C(C1=CC=CC=C1)N1[C@H](CNCC1)CCC1=CC=CC2=CC=CC=C12 ((S)-1-benzyl-2-(2-naphthalen-1-yl-ethyl)-piperazine). Yield: 38.0%. As a reaction SMILES: [CH2:1]([N:8]1[CH2:13][CH2:12][N:11]([CH2:14][C:15]2[CH:20]=[CH:19][CH:18]=[CH:17][CH:16]=2)[CH2:10][C@@H:9]1[CH2:21][CH2:22][C:23]1[C:32]2[C:27](=[CH:28][CH:29]=[CH:30][CH:31]=2)[CH:26]=[CH:25][CH:24]=1)[C:2]1[CH:7]=[CH:6][CH:5]=[CH:4][CH:3]=1.C([O-])=O.[NH4+]>C(O)C.[Pd]>[C:23]1([CH2:22][CH2:21][C@H:9]2[CH2:10][NH:11][CH2:12][CH2:13][NH:8]2)[C:32]2[C:27](=[CH:28][CH:29]=[CH:30][CH:31]=2)[CH:26]=[CH:25][CH:24]=1.[CH2:14]([N:11]1[CH2:12][CH2:13][NH:8][C@@H:9]([CH2:21][CH2:22][C:23]2[C:32]3[C:27](=[CH:28][CH:29]=[CH:30][CH:31]=3)[CH:26]=[CH:25][CH:24]=2)[CH2:10]1)[C:15]1[CH:16]=[CH:17][CH:18]=[CH:19][CH:20]=1.[CH2:1]([N:8]1[CH2:13][CH2:12][NH:11][CH2:10][C@@H:9]1[CH2:21][CH2:22][C:23]1[C:32]2[C:27](=[CH:28][CH:29]=[CH:30][CH:31]=2)[CH:26]=[CH:25][CH:24]=1)[C:2]1[CH:3]=[CH:4][CH:5]=[CH:6][CH:7]=1 |f:1.2|. Reported procedure: Dissolve (S)-1,4-dibenzyl-2-(2-naphthalen-1-yl-ethyl)-piperazine (3.33 g, 7.92 mmol) in ethanol (100 mL). Add ammonium formate (2.99 g, 47.5 mmol) and palladium (666 mg, 5 wt. % on carbon) and heat to reflux. After 6 h 30 min, filter the palladium on carbon and concentrate the filtrate. Purify by silica gel chromatography using 2N ammonia in methanol-methylene chloride (2.5%–10%) and 7N ammonia in methanol-methylene chloride (20%) as the eluent to give 716 mg (38%) of (S)-2-(2-naphthalen-1-yl-et... The reactants are ClCCl, CN(CCNC(=O)OC(C)(C)C)C(=O)c1ccccc1O, O=C(O)C(F)(F)F. The product is CN(CCN)C(=O)c1ccccc1O. Reaction SMILES: [Cl:29][CH2:30][Cl:31].[OH:1][c:2]1[c:3]([C:4](=[O:5])[N:6]([CH3:7])[CH2:8][CH2:9][NH:10][C:11](=[O:12])[O:13][C:14]([CH3:15])([CH3:16])[CH3:17])[cH:18][cH:19][cH:20][cH:21]1.[OH:22][C:23]([C:24]([F:25])([F:26])[F:27])=[O:28]>>[OH:1][c:2]1[c:3]([C:4](=[O:5])[N:6]([CH3:7])[CH2:8][CH2:9][NH2:10])[cH:18][cH:19][cH:20][cH:21]1. The reactants are CC1(C)OB(c2cn[nH]c2)OC1(C)C, Cc1ccccc1, Cc1cc(-c2ccc(CC(=O)Nc3ccc(I)cn3)cc2)ccn1, c1ccc(P(c2ccccc2)(c2ccccc2)[Pd](P(c2ccccc2)(c2ccccc2)c2ccccc2)(P(c2ccccc2)(c2ccccc2)c2ccccc2)P(c2ccccc2)(c2ccccc2)c2ccccc2)cc1. Product: Cc1cc(-c2ccc(CC(=O)Nc3ccc(-c4cn[nH]c4)cn3)cc2)ccn1. Reaction SMILES: [CH3:25][C:26]1([CH3:27])[C:28]([CH3:29])([CH3:30])[O:31][B:32]([c:33]2[cH:34][n:35][nH:36][cH:37]2)[O:38]1.[CH3:39][c:40]1[cH:41][cH:42][cH:43][cH:44][cH:45]1.[I:1][c:2]1[cH:3][cH:4][c:5]([NH:8][C:9]([CH2:10][c:11]2[cH:12][cH:13][c:14](-[c:17]3[cH:18][c:19]([CH3:23])[n:20][cH:21][cH:22]3)[cH:15][cH:16]2)=[O:24])[n:6][cH:7]1.[cH:46]1[cH:47][cH:48][c:49]([P:50]([Pd:51]([P:52]([c:53]2[cH:54][cH:55][cH:56][cH:57][cH:58]2)([c:59]2[cH:60][cH:61][cH:62][cH:63][cH:64]2)[c:65]2[cH:66][cH:67][cH:68][cH:69][cH:70]2)([P:71]([c:72]2[cH:73][cH:74][cH:75][cH:76][cH:77]2)([c:78]2[cH:79][cH:80][cH:81][cH:82][cH:83]2)[c:84]2[cH:85][cH:86][cH:87][cH:88][cH:89]2)[P:90]([c:91]2[cH:92][cH:93][cH:94][cH:95][cH:96]2)([c:97]2[cH:98][cH:99][cH:100][cH:101][cH:102]2)[c:103]2[cH:104][cH:105][cH:106][cH:107][cH:108]2)([c:109]2[cH:110][cH:111][cH:112][cH:113][cH:114]2)[c:115]2[cH:116][cH:117][cH:118][cH:119][cH:120]2)[cH:121][cH:122]1>>[c:2]1(-[c:33]2[cH:34][nH:35][n:36][cH:37]2)[cH:3][cH:4][c:5]([NH:8][C:9]([CH2:10][c:11]2[cH:12][cH:13][c:14](-[c:17]3[cH:18][c:19]([CH3:23])[n:20][cH:21][cH:22]3)[cH:15][cH:16]2)=[O:24])[n:6][cH:7]1. Reactants: [N+](=O)([O-])C1=CC=C(COC(=O)NC2CN(C2)C(=O)[C@H]2N(C[C@H](C2)SC=2[C@@H]([C@H]3N(C2C(=O)OCC2=CC=C(C=C2)[N+](=O)[O-])C([C@@H]3[C@@H](C)O)=O)C)C(=O)OCC3=CC=C(C=C3)[N+](=O)[O-])C=C1 (4-nitrobenzyl (1R,5S,6S)-2-((2S,4S)-2-[3-(4-nitrobenzyloxycarbonylamino)azetidin-1-ylcarbonyl]-1-(4-nitrobenzyloxycarbonyl)pyrrolidin-4-ylthio)-6-[(1R)-1-hydroxyethyl]-1-methyl-1-carbapen-2-em-3-carboxylate), [H][H] (hydrogen), Cl (hydrochloric acid). The reagents and catalysts are [Pd] (palladium-on-carbon). The solvent is O1CCCC1 (tetrahydrofuran), O (water). The product is Cl.NC1CN(C1)C(=O)[C@H]1NC[C@H](C1)SC=1[C@@H]([C@H]2N(C1C(=O)O)C([C@@H]2[C@@H](C)O)=O)C ((1R,5S,6S)-2-[(2S,4S)-2-(3-Aminoazetidin-1-yl-carbonyl)pyrrolidin-4-ylthio]-6-[(1R)-1-hydroxyethyl]-1-methyl-1-carbapen-2-em-3-carboxylic acid hydrochloride). RXN SMILES: [N+](C1C=CC(COC([NH:12][CH:13]2[CH2:16][N:15]([C:17]([C@@H:19]3[CH2:23][C@H:22]([S:24][C:25]4[C@H:26]([CH3:49])[C@@H:27]5[C@@H:44]([C@H:45]([OH:47])[CH3:46])[C:43](=[O:48])[N:28]5[C:29]=4[C:30]([O:32]CC4C=CC([N+]([O-])=O)=CC=4)=[O:31])[CH2:21][N:20]3C(OCC3C=CC([N+]([O-])=O)=CC=3)=O)=[O:18])[CH2:14]2)=O)=CC=1)([O-])=O.[ClH:65].[H][H]>O1CCCC1.O.[Pd]>[ClH:65].[NH2:12][CH:13]1[CH2:14][N:15]([C:17]([C@@H:19]2[CH2:23][C@H:22]([S:24][C:25]3[C@H:26]([CH3:49])[C@@H:27]4[C@@H:44]([C@H:45]([OH:47])[CH3:46])[C:43](=[O:48])[N:28]4[C:29]=3[C:30]([OH:32])=[O:31])[CH2:21][NH:20]2)=[O:18])[CH2:16]1 |f:6.7|. Procedure: 216 mg of 4-nitrobenzyl (1R,5S,6S)-2-((2S,4S)-2-[3-(4-nitrobenzyloxycarbonylamino)azetidin-1-ylcarbonyl]-1-(4-nitrobenzyloxycarbonyl)pyrrolidin-4-ylthio)-6-[(1R)-1-hydroxyethyl]-1-methyl-1-carbapen-2-em-3-carboxylate [prepared as described in step (1) above] were dissolved in 10 ml of a 3:2 by volume mixture of tetrahydrofuran and water. 250 mg of a 10% w/w palladium-on-carbon catalyst and 239 μl of 1N aqueous hydrochloric acid were then added to the resulting solution, after which the mixture w...